Dataset: the Open Reaction Database (ORD), a public repository of structured organic reaction records. Task: describe an organic reaction: reactants, conditions, products, and yield Reactants: CN1N=CC(=C1)C1=NC=CC(=C1)OC=1C=CC(=NC1)N (5-((2-(1-methyl-1H-pyrazol-4-yl)pyridin-4-yl)oxy)pyridin-2-amine), TEA, ClCC(=O)N=C=O (2-chloroacetyl isocyanate), CN1CCNCC1 (N-methylpiperazine). The solvent is C1CCOC1 (THF), CCOC(=O)C (EtOAc). Run at time 2 hour. Product: CN1N=CC(=C1)C1=NC=CC(=C1)OC=1C=CC(=NC1)NC(=O)NC(CN1CCN(CC1)C)=O (N-((5-((2-(1-methyl-1H-pyrazol-4-yl)pyridin-4-yl)oxy)pyridin-2-yl)carbamoyl)-2-(4-methylpiperazin-1-yl)acetamide). Yield: 30.1%. Reaction SMILES: [CH3:1][N:2]1[CH:6]=[C:5]([C:7]2[CH:12]=[C:11]([O:13][C:14]3[CH:15]=[CH:16][C:17]([NH2:20])=[N:18][CH:19]=3)[CH:10]=[CH:9][N:8]=2)[CH:4]=[N:3]1.Cl[CH2:22][C:23]([N:25]=[C:26]=[O:27])=[O:24].[CH3:28][N:29]1[CH2:34][CH2:33][NH:32][CH2:31][CH2:30]1>C1COCC1.CCOC(C)=O>[CH3:1][N:2]1[CH:6]=[C:5]([C:7]2[CH:12]=[C:11]([O:13][C:14]3[CH:15]=[CH:16][C:17]([NH:20][C:26]([NH:25][C:23](=[O:24])[CH2:22][N:32]4[CH2:33][CH2:34][N:29]([CH3:28])[CH2:30][CH2:31]4)=[O:27])=[N:18][CH:19]=3)[CH:10]=[CH:9][N:8]=2)[CH:4]=[N:3]1. Procedure: A solution of Example A2 (0.15 g, 0.561 mmol) in THF (3 mL) was treated with TEA (0.114 g, 1.122 mmol) and 2-chloroacetyl isocyanate (0.107 g, 0.898 mmol), stirred at RT for 2 h, treated with N-methylpiperazine (0.112 g, 1.122 mmol) and stirred at RT for 4 h. The mixture was diluted with EtOAc, stirred for several minutes, the solids removed via filtration and the filtrate concentrated to dryness and purified via silica gel chromatography (NH4OH/MeOH/DCM). The material was suspended in 2:1 EtOAc... Starting materials: O1CCOC12CCC(CC2)C2C=CC(N2)=O (5-(1,4-dioxaspiro[4.5]decan-8-yl)-1H-pyrrol-2(5H)-one). The reagents and catalysts are [Pd] (Palladium on Carbon). The solvent is CO (methanol). Run at time 8 hour. Product: O1CCOC12CCC(CC2)C2CCC(N2)=O (5-(1,4-dioxaspiro[4.5]decan-8-yl)pyrrolidin-2-one). RXN SMILES: [O:1]1[C:5]2([CH2:10][CH2:9][CH:8]([CH:11]3[NH:15][C:14](=[O:16])[CH:13]=[CH:12]3)[CH2:7][CH2:6]2)[O:4][CH2:3][CH2:2]1>[Pd].CO>[O:1]1[C:5]2([CH2:6][CH2:7][CH:8]([CH:11]3[NH:15][C:14](=[O:16])[CH2:13][CH2:12]3)[CH2:9][CH2:10]2)[O:4][CH2:3][CH2:2]1. Procedure: To a mixture of 5-(1,4-dioxaspiro[4.5]decan-8-yl)-1H-pyrrol-2(5H)-one (330 mg, 1.48 mmol), prepared in the previous step, and Palladium on Carbon (299 mg, 0.14 mmol, 5%, “Degussa, wet”) was carefully added methanol (30 mL). The reaction flask was evacuated, backfilled with hydrogen via balloon and stirred at room temperature overnight. The catalyst was removed by filtration and the filtrate concentrated in vacuo to afford the product. Reactants: Example 1 ( b ), Br.C(C)N(C1=CC=C(C=C1)N=C1SCC(N1C)(O)C1=CC(=C(C=C1)Cl)S(N(C)C)(=O)=O)CC (2-(4-diethylaminophenyl-imino)-4-(4-chloro-3-dimethylsulfamoylphenyl)-3-methyl-thiazolidin-4-ol hydrobromide). Solvent: C(C)(=O)O (acetic acid). Yields the product Br.C(C)N(C1=CC=C(C=C1)N=C1SC=C(N1C)C1=CC(=C(C=C1)Cl)S(N(C)C)(=O)=O)CC (2-(4-Diethylaminophenyl-imino)-4-(4-chloro-3-dimethylsulfamoylphenyl)-3-methyl-4-thiazoline hydrobromide). RXN SMILES: [BrH:1].[CH2:2]([N:4]([CH2:32][CH3:33])[C:5]1[CH:10]=[CH:9][C:8]([N:11]=[C:12]2[N:16]([CH3:17])[C:15]([C:19]3[CH:24]=[CH:23][C:22]([Cl:25])=[C:21]([S:26](=[O:31])(=[O:30])[N:27]([CH3:29])[CH3:28])[CH:20]=3)(O)[CH2:14][S:13]2)=[CH:7][CH:6]=1)[CH3:3]>C(O)(=O)C>[BrH:1].[CH2:32]([N:4]([CH2:2][CH3:3])[C:5]1[CH:6]=[CH:7][C:8]([N:11]=[C:12]2[N:16]([CH3:17])[C:15]([C:19]3[CH:24]=[CH:23][C:22]([Cl:25])=[C:21]([S:26](=[O:30])(=[O:31])[N:27]([CH3:28])[CH3:29])[CH:20]=3)=[CH:14][S:13]2)=[CH:9][CH:10]=1)[CH3:33] |f:0.1,3.4|. Procedure: Obtained by a procedure analogous to that indicated in Example 1 (b), from 2-(4-diethylaminophenyl-imino)-4-(4-chloro-3-dimethylsulfamoylphenyl)-3-methyl-thiazolidin-4-ol hydrobromide. After heating in glacial acetic acid, the solvent is distilled off until the volume is 30 ml, and the desired product is precipitated with 150 ml of diisopropyl ether. Colorless crystals; melting point 257° C. (with decomposition). Reactants: CO (methanol), BrC1=C(C2=C(N=C(S2)NC(=O)NCC)C=C1)O (1-(6-Bromo-7-hydroxy-2-benzothiazolyl)-3-ethyl-urea), C([O-])([O-])=O.[K+].[K+] (potassium carbonate), C(C1=CC=CC=C1)Br (benzyl bromide). Solvent: CN(C)C=O (DMF). Run at temperature 20 celsius, time 0.5 hour. Yields the product BrC1=C(C2=C(N=C(S2)NC(=O)NCC)C=C1)OCC1=CC=CC=C1 (1-(6-Bromo-7-benzyloxy-2-benzothiazolyl)-3-ethyl-urea). Yield: 44.6%. RXN SMILES: [Br:1][C:2]1[CH:16]=[CH:15][C:5]2[N:6]=[C:7]([NH:9][C:10]([NH:12][CH2:13][CH3:14])=[O:11])[S:8][C:4]=2[C:3]=1[OH:17].C(=O)([O-])[O-].[K+].[K+].[CH2:24](Br)[C:25]1[CH:30]=[CH:29][CH:28]=[CH:27][CH:26]=1.CO>CN(C=O)C>[Br:1][C:2]1[CH:16]=[CH:15][C:5]2[N:6]=[C:7]([NH:9][C:10]([NH:12][CH2:13][CH3:14])=[O:11])[S:8][C:4]=2[C:3]=1[O:17][CH2:24][C:25]1[CH:30]=[CH:29][CH:28]=[CH:27][CH:26]=1 |f:1.2.3|. Procedure: A mixture of 1-(6-bromo-7-hydroxy-2-benzothiazolyl)-3-ethyl-urea 6 (0.050 g, 0.16 mmol) and potassium carbonate (0.023 g, 0.17 mmol, 1.05 eq) in anhydrous DMF (1.6 mL) was stirred at about 20° C. for about 0.5 hour, and was cooled down to about 0° C. The reaction mixture was treated with benzyl bromide (0.019 mL, 0.16 mmol, 1.0 eq), and was stirred at about 0° C. for about 16 hours. To the reaction mixture was added methanol (10 mL). The solid was filtered off and rinsed with methanol (3 mL). Th... Reactants: ClC1=CC=C(C=C1)C(C=1C(=NN(C1C)C)C(=O)OCC)O (ethyl 4-((4-chlorophenyl)(hydroxy)methyl)-1,5-dimethyl-1H-pyrazole-3-carboxylate), CC1=NOC2=C1C=C(C=C2)N (3-methylbenzo[d]isoxazol-5-amine). Run in C(Cl)Cl.CO (CH2Cl2 MeOH). The product is ClC1=CC=C(C=C1)C(C=1C(=NN(C1C)C)C(=O)OCC)NC=1C=CC2=C(C(=NO2)C)C1 (ethyl 4-((4-chlorophenyl)(3-methylbenzo[d]isoxazol-5-ylamino)methyl)-1,5-dimethyl-1H-pyrazole-3-carboxylate). RXN SMILES: [Cl:1][C:2]1[CH:7]=[CH:6][C:5]([CH:8](O)[C:9]2[C:10]([C:16]([O:18][CH2:19][CH3:20])=[O:17])=[N:11][N:12]([CH3:15])[C:13]=2[CH3:14])=[CH:4][CH:3]=1.[CH3:22][C:23]1[C:27]2[CH:28]=[C:29]([NH2:32])[CH:30]=[CH:31][C:26]=2[O:25][N:24]=1>C(Cl)Cl.CO>[Cl:1][C:2]1[CH:7]=[CH:6][C:5]([CH:8]([NH:32][C:29]2[CH:30]=[CH:31][C:26]3[O:25][N:24]=[C:23]([CH3:22])[C:27]=3[CH:28]=2)[C:9]2[C:10]([C:16]([O:18][CH2:19][CH3:20])=[O:17])=[N:11][N:12]([CH3:15])[C:13]=2[CH3:14])=[CH:4][CH:3]=1 |f:2.3|. Procedure details: The title compound was prepared in analogy to the procedure described in Step 1.4 using ethyl 4-((4-chlorophenyl)(hydroxy)methyl)-1,5-dimethyl-1H-pyrazole-3-carboxylate (Step 28.2) and 3-methylbenzo[d]isoxazol-5-amine (Step 33.3). tR: 5.40 min (HPLC 1); tR: 1.20 min (LC-MS 2); ESI-MS: 439 [M+H]+ (LC-MS 2); Rf=0.77 (CH2Cl2/MeOH 9:1). Starting materials: Cl.COC=1C=C(C=CC1OC)C=1C(C(N(N1)C1CCNCC1)=O)(C)C (5-(3,4-dimethoxyphenyl)-4,4-dimethyl-2-(piperidin-4-yl)-2,4-dihydro-3H-pyrazol-3-one hydrochloride), Cl.COC=1C=C(C=CC1OC)C=1C(C(N(N1)C1CCNCC1)=O)(C)C (5-(3,4-dimethoxyphenyl)-4,4-dimethyl-2-(piperidin-4-yl)-2,4-dihydro-3H-pyrazol-3-one hydrochloride), COC1=C(C2=CC=CC=C2C=C1)C(=O)O (2-methoxynaphthalene-1-carboxylic acid). Yields the product COC=1C=C(C=CC1OC)C=1C(C(N(N1)C1CCN(CC1)C(=O)C1=C(C=CC2=CC=CC=C12)OC)=O)(C)C (5-(3,4-Dimethoxyphenyl)-2-{1-[(2-methoxynaphthalen-1-yl)carbonyl]piperidin-4-yl}-4,4-dimethyl-2,4-dihydro-3H-pyrazol-3-one). RXN SMILES: Cl.[CH3:2][O:3][C:4]1[CH:5]=[C:6]([C:12]2[C:13]([CH3:25])([CH3:24])[C:14](=[O:23])[N:15]([CH:17]3[CH2:22][CH2:21][NH:20][CH2:19][CH2:18]3)[N:16]=2)[CH:7]=[CH:8][C:9]=1[O:10][CH3:11].[CH3:26][O:27][C:28]1[CH:37]=[CH:36][C:35]2[C:30](=[CH:31][CH:32]=[CH:33][CH:34]=2)[C:29]=1[C:38](O)=[O:39]>>[CH3:2][O:3][C:4]1[CH:5]=[C:6]([C:12]2[C:13]([CH3:25])([CH3:24])[C:14](=[O:23])[N:15]([CH:17]3[CH2:22][CH2:21][N:20]([C:38]([C:29]4[C:30]5[C:35](=[CH:34][CH:33]=[CH:32][CH:31]=5)[CH:36]=[CH:37][C:28]=4[O:27][CH3:26])=[O:39])[CH2:19][CH2:18]3)[N:16]=2)[CH:7]=[CH:8][C:9]=1[O:10][CH3:11] |f:0.1|. Reported procedure: The title compound is prepared analogously as described for GP2-WU2 using 5-(3,4-dimethoxyphenyl)-4,4-dimethyl-2-(piperidin-4-yl)-2,4-dihydro-3H-pyrazol-3-one (compound B1) and 2-methoxynaphthalene-1-carboxylic acid as starting compounds. The crude product is purified by chromatography (amino phase silica gel and DCM) and by crystallization from diethyl ether to yield the title compound. The reactants are ClCCCBr, CCOC(C)=O, CCOCC, [Li]CCCC, C1CCOC1, O, CCOCn1c(C)nc2c(N(Cc3ccccc3)Cc3ccccc3)nc3ccccc3c21. Product: CCOCn1c(CCCCCl)nc2c(N(Cc3ccccc3)Cc3ccccc3)nc3ccccc3c21. Reaction SMILES: [Br:39][CH2:40][CH2:41][CH2:42][Cl:43].[CH3:44][CH2:45][O:46][C:47](=[O:48])[CH3:49].[CH3:55][CH2:56][O:57][CH2:58][CH3:59].[Li:34][CH2:35][CH2:36][CH2:37][CH3:38].[O:50]1[CH2:51][CH2:52][CH2:53][CH2:54]1.[OH2:60].[c:1]1([CH2:7][N:8]([c:9]2[n:10][c:11]3[cH:12][cH:13][cH:14][cH:15][c:16]3[c:17]3[c:18]2[n:19][c:20]([CH3:26])[n:21]3[CH2:22][O:23][CH2:24][CH3:25])[CH2:27][c:28]2[cH:29][cH:30][cH:31][cH:32][cH:33]2)[cH:2][cH:3][cH:4][cH:5][cH:6]1>>[c:1]1([CH2:7][N:8]([c:9]2[n:10][c:11]3[cH:12][cH:13][cH:14][cH:15][c:16]3[c:17]3[c:18]2[n:19][c:20]([CH2:26][CH2:40][CH2:41][CH2:42][Cl:43])[n:21]3[CH2:22][O:23][CH2:24][CH3:25])[CH2:27][c:28]2[cH:29][cH:30][cH:31][cH:32][cH:33]2)[cH:2][cH:3][cH:4][cH:5][cH:6]1.